This data is from the Open Reaction Database (ORD), a public repository of structured organic reaction records. The task is: describe an organic reaction: reactants, conditions, products, and yield The reactants are CI, COCCOC, CN(C)P(=O)(N(C)C)N(C)C, [H-], [Na+], Cn1c(=O)n2nc(CO)cc2c2ccccc21. The product is COCc1cc2c3ccccc3n(C)c(=O)n2n1. As a reaction SMILES: [CH3:20][I:21].[CH3:22][O:23][CH2:24][CH2:25][O:26][CH3:27].[CH3:28][N:29]([CH3:30])[P:31](=[O:32])([N:33]([CH3:34])[CH3:35])[N:36]([CH3:37])[CH3:38].[H-:1].[Na+:2].[OH:3][CH2:4][c:5]1[n:6][n:7]2[c:8](=[O:19])[n:9]([CH3:18])[c:10]3[cH:11][cH:12][cH:13][cH:14][c:15]3[c:16]2[cH:17]1>>[O:3]([CH2:4][c:5]1[n:6][n:7]2[c:8](=[O:19])[n:9]([CH3:18])[c:10]3[cH:11][cH:12][cH:13][cH:14][c:15]3[c:16]2[cH:17]1)[CH3:20]. Reactants: S=C=S, CSC(=S)OCc1ccc(Oc2ccc(F)c(N)c2)cn1, CCCC[SnH](CCCC)CCCC, C1CCOC1, Cc1ccccc1, CI, [H-], CC(C)(C#N)N=NC(C)(C)C#N, [Na+]. Yields the product Cc1ccc(Oc2ccc(F)c(N)c2)cn1. As a reaction SMILES: [C:3](=[S:4])=[S:5].[C:8]([S:9][CH3:26])(=[S:27])[O:28][CH2:10][c:11]1[n:12][cH:13][c:14]([O:17][c:18]2[cH:19][c:20]([NH2:25])[c:21]([F:24])[cH:22][cH:23]2)[cH:15][cH:16]1.[CH2:29]([SnH:30]([CH2:31][CH2:32][CH2:33][CH3:34])[CH2:35][CH2:36][CH2:37][CH3:38])[CH2:39][CH2:40][CH3:41].[CH2:54]1[O:55][CH2:56][CH2:57][CH2:58]1.[CH3:59][c:60]1[cH:61][cH:62][cH:63][cH:64][cH:65]1.[CH3:6][I:7].[H-:2].[N:42]#[C:43][C:44]([N:45]=[N:46][C:47]([C:48]#[N:49])([CH3:50])[CH3:51])([CH3:52])[CH3:53].[Na+:1]>>[CH3:10][c:11]1[n:12][cH:13][c:14]([O:17][c:18]2[cH:19][c:20]([NH2:25])[c:21]([F:24])[cH:22][cH:23]2)[cH:15][cH:16]1. The reactants are [OH-].[Na+] (sodium hydroxide), COC([C@H](O)C=1C=C(C=CC1)C1=C(C=C(C=C1)C(CC)(C1=CC(=C(C=C1)CCC(C(C)(C)C)O)C)CC)C)=O ((R)-(4′-{1-ethyl-1-[4-(3-hydroxy-4,4-dimethyl-pentyl)-3-methyl-phenyl]-propyl}-2′-methyl-biphenyl-3-yl)hydroxy-acetic acid methyl ester), Cl (hydrochloric acid). Solvent: CO (methanol). Run at time 4 hour. Yields the product C(C)C(CC)(C1=CC(=C(C=C1)CCC(C(C)(C)C)O)C)C1=CC(=C(C=C1)C1=CC(=CC=C1)[C@H](C(=O)O)O)C ((R)-(4′-{1-ethyl-1-[4-(3-hydroxy-4,4-dimethyl-pentyl)-3-methyl-phenyl]-propyl}-2′-methyl-biphenyl-3-yl)-hydroxy-acetic Acid). Yield: 100.8%. RXN SMILES: [OH-].[Na+].C[O:4][C:5](=[O:41])[C@@H:6]([C:8]1[CH:9]=[C:10]([C:14]2[CH:19]=[CH:18][C:17]([C:20]([CH2:38][CH3:39])([C:23]3[CH:28]=[CH:27][C:26]([CH2:29][CH2:30][CH:31]([OH:36])[C:32]([CH3:35])([CH3:34])[CH3:33])=[C:25]([CH3:37])[CH:24]=3)[CH2:21][CH3:22])=[CH:16][C:15]=2[CH3:40])[CH:11]=[CH:12][CH:13]=1)[OH:7].Cl>CO>[CH2:21]([C:20]([C:17]1[CH:18]=[CH:19][C:14]([C:10]2[CH:11]=[CH:12][CH:13]=[C:8]([C@@H:6]([OH:7])[C:5]([OH:41])=[O:4])[CH:9]=2)=[C:15]([CH3:40])[CH:16]=1)([C:23]1[CH:28]=[CH:27][C:26]([CH2:29][CH2:30][CH:31]([OH:36])[C:32]([CH3:34])([CH3:35])[CH3:33])=[C:25]([CH3:37])[CH:24]=1)[CH2:38][CH3:39])[CH3:22] |f:0.1|. Procedure details: A 2 N sodium hydroxide aqueous solution (0.010 mL) was added to a solution of (R)-(4′-{1-ethyl-1-[4-(3-hydroxy-4,4-dimethyl-pentyl)-3-methyl-phenyl]-propyl}-2′-methyl-biphenyl-3-yl)hydroxy-acetic acid methyl ester (Example 156-(3); 2.6 mg, 0.0048 mmol) in methanol (0.10 mL) at room temperature, and the mixture was stirred at room temperature for four hours. The mixture was acidified with dilute hydrochloric acid aqueous solution, followed by extraction with ethyl acetate. The extract was dried o... Reactants: CC(=O)O, CC(=O)O, CC(C)(C)OC(=O)NC1CCC(N2CCC(NC(=O)OCc3ccccc3)C2=O)C(C(N)=O)C1, CC(=O)O, CC#N, Ic1ccccc1, O. Product: CC(C)(C)OC(=O)NC1CCC(N2CCC(NC(=O)OCc3ccccc3)C2=O)C(N)C1. As a reaction SMILES: [C:35]([OH:36])(=[O:37])[CH3:38].[C:39]([OH:40])(=[O:41])[CH3:42].[CH2:1]([c:2]1[cH:3][cH:4][cH:5][cH:6][cH:7]1)[O:8][C:9](=[O:10])[NH:11][CH:12]1[C:13](=[O:34])[N:14]([CH:17]2[CH:18]([C:31]([NH2:32])=[O:33])[CH2:19][CH:20]([NH:23][C:24](=[O:25])[O:26][C:27]([CH3:28])([CH3:29])[CH3:30])[CH2:21][CH2:22]2)[CH2:15][CH2:16]1.[CH3:50][C:51](=[O:52])[OH:53].[CH3:54][C:55]#[N:56].[I:43][c:44]1[cH:45][cH:46][cH:47][cH:48][cH:49]1.[OH2:57]>>[CH2:1]([c:2]1[cH:3][cH:4][cH:5][cH:6][cH:7]1)[O:8][C:9](=[O:10])[NH:11][CH:12]1[C:13](=[O:34])[N:14]([CH:17]2[CH:18]([NH2:56])[CH2:19][CH:20]([NH:23][C:24](=[O:25])[O:26][C:27]([CH3:28])([CH3:29])[CH3:30])[CH2:21][CH2:22]2)[CH2:15][CH2:16]1. Starting materials: COC(C(C)OC1=CC=C(C=C1)OC(COCC1=CC=CC=C1)=O)=O (2-[4-(2-Benzyloxy-acetoxy)-phenoxy]-propionic acid methyl ester). The reagents and catalysts are [Pd] (palladium on carbon). The solvent is CO (methanol). Reaction conditions: time 48 hour. The product is COC(C(C)OC1=CC=C(C=C1)OC(CO)=O)=O (2-[4-(2-Hydroxy-acetoxy)-phenoxy]-propionic acid methyl ester). Reaction SMILES: [CH3:1][O:2][C:3](=[O:25])[CH:4]([O:6][C:7]1[CH:12]=[CH:11][C:10]([O:13][C:14](=[O:24])[CH2:15][O:16]CC2C=CC=CC=2)=[CH:9][CH:8]=1)[CH3:5]>CO.[Pd]>[CH3:1][O:2][C:3](=[O:25])[CH:4]([O:6][C:7]1[CH:12]=[CH:11][C:10]([O:13][C:14](=[O:24])[CH2:15][OH:16])=[CH:9][CH:8]=1)[CH3:5]. Procedure details: 2-[4-(2-Benzyloxy-acetoxy)-phenoxy]-propionic acid methyl ester 15 (13 grains, 37.79 mmol) is dissolved in methanol (100 ml) in a pressure vessel, palladium on carbon (50% wet, 5%, 10 grams) added and the mixture stirred under an atmosphere of hydrogen (4 Kg) for 48 hours. The catalyst is removed by filtration and distilled off the methanol. The crude 16 can be purified by column chromatography on silica gel using chloroform: Ethyl acetate. Starting materials: CCOC(C)=O, Cc1cc(OCc2ccccc2)ccc1Cn1ccc(NC(=O)c2c(F)cccc2F)n1, O. The product is Cc1cc(O)ccc1Cn1ccc(NC(=O)c2c(F)cccc2F)n1. Reaction SMILES: [CH3:34][CH2:35][O:36][C:37](=[O:38])[CH3:39].[F:2][c:3]1[c:4]([C:5](=[O:6])[NH:7][c:8]2[n:9][n:10]([CH2:13][c:14]3[c:15]([CH3:28])[cH:16][c:17]([O:20][CH2:21][c:22]4[cH:23][cH:24][cH:25][cH:26][cH:27]4)[cH:18][cH:19]3)[cH:11][cH:12]2)[c:29]([F:33])[cH:30][cH:31][cH:32]1.[OH2:1]>>[F:2][c:3]1[c:4]([C:5](=[O:6])[NH:7][c:8]2[n:9][n:10]([CH2:13][c:14]3[c:15]([CH3:28])[cH:16][c:17]([OH:20])[cH:18][cH:19]3)[cH:11][cH:12]2)[c:29]([F:33])[cH:30][cH:31][cH:32]1. Starting materials: C=C1CC(=O)O1 (diketene), C(C)(C)(C)O (tert-butyl alcohol). Reagents/catalysts: CN(C1=CC=NC=C1)C (4-(dimethylamino)pyridine). The product is O=C(CC(=O)OC(C)(C)C)C (tert-butyl 3-oxobutyrate). Yield: 98.6%. As a reaction SMILES: [CH2:1]=[C:2]1[O:6][C:4](=[O:5])[CH2:3]1.[C:7]([OH:11])([CH3:10])([CH3:9])[CH3:8]>CN(C)C1C=CN=CC=1>[O:6]=[C:2]([CH3:1])[CH2:3][C:4]([O:11][C:7]([CH3:10])([CH3:9])[CH3:8])=[O:5]. Procedure: To a mixture of tert-butyl alcohol [74.1 g] and 4-(dimethylamino)pyridine [0.61 g] was added dropwise diketene [84.1 g] at 50° to 60° C. in the course of one hour while stirring. The stirring was continued for one further hour at 30° to 50° C. to obtain a colorless and clear reaction mixture, which was subjected to distillation under reduced pressure (b.p. 85° C./20 mmHg) to yield tert-butyl 3-oxobutyrate [156 g] as an oily product. The yield was 98.6%. NMR(CDCl3): δ3.34(2H,s), 2.25(3H,s), 1.47(...